From a dataset of the Open Reaction Database (ORD), a public repository of structured organic reaction records. describe an organic reaction: reactants, conditions, products, and yield Reactants: NC[C@@H]1[C@H]2C[C@H]2CN1C(=O)C=1N=C(SC1C=1C=C(C=CC1)C)C (((1S,2S,5R)-2-Aminomethyl-3-aza-bicyclo[3.1.0]hex-3-yl)-(2-methyl-5-m-tolyl-thiazol-4-yl)-methanone), COC1=C(C(=O)O)C=CC=C1 (2-Methoxy-benzoic acid). The product is COC1=C(C(=O)NC[C@@H]2[C@H]3C[C@H]3CN2C(=O)C=2N=C(SC2C=2C=C(C=CC2)C)C)C=CC=C1 (2-Methoxy-N-[(1S,2S,5R)-3-(2-methyl-5-m-tolyl-thiazole-4-carbonyl)-3-aza-bicyclo[3.1.0]hex-2-ylmethyl]-benzamide). Reaction SMILES: [NH2:1][CH2:2][C@H:3]1[N:8]([C:9]([C:11]2[N:12]=[C:13]([CH3:23])[S:14][C:15]=2[C:16]2[CH:17]=[C:18]([CH3:22])[CH:19]=[CH:20][CH:21]=2)=[O:10])[CH2:7][C@H:6]2[C@@H:4]1[CH2:5]2.[CH3:24][O:25][C:26]1[CH:34]=[CH:33][CH:32]=[CH:31][C:27]=1[C:28](O)=[O:29]>>[CH3:24][O:25][C:26]1[CH:34]=[CH:33][CH:32]=[CH:31][C:27]=1[C:28]([NH:1][CH2:2][C@H:3]1[N:8]([C:9]([C:11]2[N:12]=[C:13]([CH3:23])[S:14][C:15]=2[C:16]2[CH:17]=[C:18]([CH3:22])[CH:19]=[CH:20][CH:21]=2)=[O:10])[CH2:7][C@H:6]2[C@@H:4]1[CH2:5]2)=[O:29]. Procedure details: prepared by reaction of ((1S,2S,5R)-2-Aminomethyl-3-aza-bicyclo[3.1.0]hex-3-yl)-(2-methyl-5-m-tolyl-thiazol-4-yl)-methanone with 2-Methoxy-benzoic acid. Reactants: COCCOC, Clc1cc(Cl)ncn1, OB(O)c1c(F)cccc1F, O. The product is Fc1cccc(F)c1-c1cc(Cl)ncn1. As a reaction SMILES: [CH3:12][O:13][CH2:14][CH2:15][O:16][CH3:17].[Cl:18][c:19]1[n:20][cH:21][n:22][c:23]([Cl:25])[cH:24]1.[F:1][c:2]1[c:3]([B:9]([OH:10])[OH:11])[c:4]([F:8])[cH:5][cH:6][cH:7]1.[OH2:26]>>[F:1][c:2]1[c:3](-[c:23]2[n:22][cH:21][n:20][c:19]([Cl:18])[cH:24]2)[c:4]([F:8])[cH:5][cH:6][cH:7]1. Reactants: [BH4-].[Na+] (NaBH4), N1C=CC2=CC(=CC=C12)C(=CC#N)C1=CC=CC=C1 (3-(1H-Indol-5-yl)-3-phenyl-acrylonitrile), [BH4-].[Na+] (NaBH4), [BH4-].[Na+] (NaBH4). Run in CC(C)O (2-propanol), CC(C)O (2-propanol), CC(C)O (2-propanol). Product: N1C=CC2=C(C=CC=C12)C(CC#N)C1=CC=CC=C1 (3-(1H-Indol-4-yl)-3-phenyl-propionitrile). RXN SMILES: [NH:1]1[C:9]2[C:4](=[CH:5][C:6]([C:10]([C:14]3[CH:19]=[CH:18][CH:17]=[CH:16][CH:15]=3)=[CH:11][C:12]#[N:13])=[CH:7][CH:8]=2)[CH:3]=[CH:2]1.[BH4-].[Na+]>CC(O)C>[NH:1]1[C:2]2[C:7](=[C:6]([CH:10]([C:14]3[CH:15]=[CH:16][CH:17]=[CH:18][CH:19]=3)[CH2:11][C:12]#[N:13])[CH:5]=[CH:4][CH:3]=2)[CH:8]=[CH:9]1 |f:1.2|. Procedure details: To a stirring suspension of 3-(1H-indol-5-yl)-3-phenyl-acrylonitrile VII (2.8 g, 11.5 mmol) in 2-propanol (60 ml) at room temperature, under N2 was added NaBH4 (2.8 g, 74 mmol) portionwise over 90 min period. The mixture was refluxed for 20 hours and additional 2-propanol (25 ml) was added to facilitate the stirring. After 40 hours at reflux, additional NaBH4 (0.5 g, 13.2 mmol) was added. After 60 hours at reflux, additional NaBH4 (1 g, 26.4 mmol) and 2-propanol (20 ml) were added. After 110 hou... Starting materials: C1CCNCC1, ClCCl, O=S(=O)(Cl)c1cccs1. Product: O=S(=O)(c1cccs1)N1CCCCC1. As a reaction SMILES: [CH2:10]1[CH2:11][CH2:12][NH:13][CH2:14][CH2:15]1.[Cl:16][CH2:17][Cl:18].[s:1]1[c:2]([S:6](=[O:7])(=[O:8])[Cl:9])[cH:3][cH:4][cH:5]1>>[s:1]1[c:2]([S:6](=[O:7])(=[O:8])[N:13]2[CH2:12][CH2:11][CH2:10][CH2:15][CH2:14]2)[cH:3][cH:4][cH:5]1. Reactants: C([O-])([O-])=O.[Cs+].[Cs+] (cesium carbonate), [I-].[Na+] (sodium iodide), C(C#C)Br (propargyl bromide), ClC1=CC=C(C=C1)C1=CC(=C(C=C1)C)CC(=O)NC=1N=CSC1C(=O)OC (methyl 4-{[(4′-chloro-4-methylbiphenyl-3-yl)acetyl]amino}-1,3-thiazole-5-carboxylate). The solvent is C(C)#N (acetonitrile). Yields the product ClC1=CC=C(C=C1)C1=CC(=C(C=C1)C)CC(=O)N(C=1N=CSC1C(=O)OC)CC#C (methyl 4-{[(4′-chloro-4-methylbiphenyl-3-yl)acetyl](prop-2-yn-1-yl)amino}-1,3-thiazole-5-carboxylate). Reaction SMILES: [Cl:1][C:2]1[CH:7]=[CH:6][C:5]([C:8]2[CH:13]=[CH:12][C:11]([CH3:14])=[C:10]([CH2:15][C:16]([NH:18][C:19]3[N:20]=[CH:21][S:22][C:23]=3[C:24]([O:26][CH3:27])=[O:25])=[O:17])[CH:9]=2)=[CH:4][CH:3]=1.C(=O)([O-])[O-].[Cs+].[Cs+].[I-].[Na+].[CH2:36](Br)[C:37]#[CH:38]>C(#N)C>[Cl:1][C:2]1[CH:7]=[CH:6][C:5]([C:8]2[CH:13]=[CH:12][C:11]([CH3:14])=[C:10]([CH2:15][C:16]([N:18]([CH2:38][C:37]#[CH:36])[C:19]3[N:20]=[CH:21][S:22][C:23]=3[C:24]([O:26][CH3:27])=[O:25])=[O:17])[CH:9]=2)=[CH:4][CH:3]=1 |f:1.2.3,4.5|. Procedure: 600 mg (1.5 mmol) of methyl 4-{[(4′-chloro-4-methylbiphenyl-3-yl)acetyl]amino}-1,3-thiazole-5-carboxylate were dissolved in 20 ml of acetonitrile, and 1.2 g (3.7 mmol) of cesium carbonate, 449 mg (3 mmol) of sodium iodide and 0.33 ml (3 mmol, 80% pure) of propargyl bromide were added. The mixture was then stirred at RT for 12. The resulting suspension was filtered. The mother liquor was concentrated by evaporation. The residue was taken up in water and the solution was extracted with dichloromet...